describe an organic reaction: reactants, conditions, products, and yield From a dataset of the Open Reaction Database (ORD), a public repository of structured organic reaction records. Reactants: O1[C@H]2[C@@H]1C[C@@H]1CC[C@H]3[C@@H]4C[C@@H]([C@@H]([C@@]4(C)CC[C@@H]3[C@]1(C2)C)O)N2CCN(CC2)C (2α,3α-Epoxy-17β-hydroxy-16β-(4-methyl-1-piperazinyl)-5α-androstane), O1CCOC12CCNCC2 (1,4-dioxa-8-azaspiro[4.5]decane). Product: O1CCOC12CCN(CC2)[C@@H]2[C@H](C[C@@H]1CC[C@H]3[C@@H]4C[C@@H]([C@@H]([C@@]4(C)CC[C@@H]3[C@]1(C2)C)O)N2CCN(CC2)C)O (2β-(1,4-dioxa-8-azaspiro[4.5]dec-8-yl)-3α,17β-dihydroxy-16β-(4-methyl-1-piperazinyl)-5α-androstane). Isolated yield 72.3%. Reaction SMILES: [O:1]1[C@H:3]2[CH2:4][C@H:5]3[C@:18]([CH3:20])([CH2:19][C@@H:2]12)[C@@H:17]1[C@H:8]([C@H:9]2[C@@:13]([CH2:15][CH2:16]1)([CH3:14])[C@@H:12]([OH:21])[C@@H:11]([N:22]1[CH2:27][CH2:26][N:25]([CH3:28])[CH2:24][CH2:23]1)[CH2:10]2)[CH2:7][CH2:6]3.[O:29]1[C:33]2([CH2:38][CH2:37][NH:36][CH2:35][CH2:34]2)[O:32][CH2:31][CH2:30]1>>[O:29]1[C:33]2([CH2:38][CH2:37][N:36]([C@H:2]3[CH2:19][C@@:18]4([CH3:20])[C@@H:5]([CH2:6][CH2:7][C@@H:8]5[C@@H:17]4[CH2:16][CH2:15][C@@:13]4([CH3:14])[C@H:9]5[CH2:10][C@H:11]([N:22]5[CH2:27][CH2:26][N:25]([CH3:28])[CH2:24][CH2:23]5)[C@@H:12]4[OH:21])[CH2:4][C@@H:3]3[OH:1])[CH2:35][CH2:34]2)[O:32][CH2:31][CH2:30]1. Procedure: 2α,3α-Epoxy-17β-hydroxy-16β-(4-methyl-1-piperazinyl)-5α-androstane is reacted with 1,4-dioxa-8-azaspiro[4.5]decane as described in Example 3 to give the title compound in a yield of 72.34%, m.p.: 185°-187° C. Reactants: [C-]#N.[K+] (potassium cyanide), C1(=CC=C(C=C1)S(=O)(=O)OCCC1OC=2C=3N(C1)C(=C(C3C=CC2)C)C2=CC=C(C=C2)OC)C (2,3-dihydro-2-[2-(p-toluenesulfonyloxy)ethyl]-5-(4-methoxyphenyl)-6-methylpyrrolo[1,2,3-de]-1,4-benzoxazine), ice water. Run in CS(=O)C (dimethyl sulfoxide). Reaction conditions: temperature 80 celsius, time 6 hour. The product is C(#N)CCC1OC=2C=3N(C1)C(=C(C3C=CC2)C)C2=CC=C(C=C2)OC (2,3-dihydro-2-(2-cyanoethyl)-5-(4-methoxyphenyl)-6-methyl-pyrrolo[1,2,3-de]-1,4-benzoxazine). Reaction SMILES: C1(C)C=CC(S(O[CH2:11][CH2:12][CH:13]2[CH2:18][N:17]3[C:19]([C:26]4[CH:31]=[CH:30][C:29]([O:32][CH3:33])=[CH:28][CH:27]=4)=[C:20]([CH3:25])[C:21]4[CH:22]=[CH:23][CH:24]=[C:15]([C:16]=43)[O:14]2)(=O)=O)=CC=1.[C-:35]#[N:36].[K+]>CS(C)=O>[C:35]([CH2:11][CH2:12][CH:13]1[CH2:18][N:17]2[C:19]([C:26]3[CH:27]=[CH:28][C:29]([O:32][CH3:33])=[CH:30][CH:31]=3)=[C:20]([CH3:25])[C:21]3[CH:22]=[CH:23][CH:24]=[C:15]([C:16]=32)[O:14]1)#[N:36] |f:1.2|. Reported procedure: 13.7 9 of 2,3-dihydro-2-[2-(p-toluenesulfonyloxy)ethyl]-5-(4-methoxyphenyl)-6-methylpyrrolo[1,2,3-de]-1,4-benzoxazine (preparation see Example 1F)) were dissolved in 50 ml of hot dimethyl sulfoxide under a nitrogen atmosphere. 2.2 g of potassium cyanide were added to the reaction mixture heated at 80° C. and the mixture was stirred for a further 6 hours. For work-up, the reaction mixture was poured into ice-water after cooling. The resulting brown solid was filtered out and dissolved in dichloro... Starting materials: C(C1=CC=CC=C1)(C1=CC=CC=C1)N1CC(C1)=C(S(=O)(=O)C)C1=CC(=CC=C1)OCCCCBr (1-Benzhydryl-3-{[3-(4-bromobutoxy)phenyl]-methanesulfonylmethylene}azetidine), BrCCCCBr (1,4-dibromobutane), C([O-])([O-])=O.[K+].[K+] (potassium carbonate), C(C1=CC=CC=C1)(C1=CC=CC=C1)N1CC(C1)=C(S(=O)(=O)C)C1=CC(=CC=C1)O (1-benzhydryl-3-[(3-hydroxyphenyl)(methylsulfonyl)methylene]azetidine). The solvent is CC(=O)CC (methylethyl ketone). Product: C(C1=CC=CC=C1)(C1=CC=CC=C1)N1CC(C1)=CS(=O)(=O)CC1=CC(=CC=C1)OCCCCBr (1-benzhydryl-3-{[3-(4-bromobutoxy)phenyl]methanesulfonylmethylene}azetidine). RXN SMILES: C(N1CC(=C([C:23]2[CH:28]=[CH:27][CH:26]=[C:25]([O:29][CH2:30][CH2:31][CH2:32][CH2:33][Br:34])[CH:24]=2)S(C)(=O)=O)C1)(C1C=CC=CC=1)C1C=CC=CC=1.BrCCCCBr.C(=O)([O-])[O-].[K+].[K+].[CH:47]([N:60]1[CH2:63][C:62](=[C:64](C2C=CC=C(O)C=2)[S:65]([CH3:68])(=[O:67])=[O:66])[CH2:61]1)([C:54]1[CH:59]=[CH:58][CH:57]=[CH:56][CH:55]=1)[C:48]1[CH:53]=[CH:52][CH:51]=[CH:50][CH:49]=1>CC(CC)=O>[CH:47]([N:60]1[CH2:61][C:62](=[CH:64][S:65]([CH2:68][C:27]2[CH:28]=[CH:23][CH:24]=[C:25]([O:29][CH2:30][CH2:31][CH2:32][CH2:33][Br:34])[CH:26]=2)(=[O:67])=[O:66])[CH2:63]1)([C:48]1[CH:49]=[CH:50][CH:51]=[CH:52][CH:53]=1)[C:54]1[CH:55]=[CH:56][CH:57]=[CH:58][CH:59]=1 |f:2.3.4|. Reported procedure: 1-Benzhydryl-3-{[3-(4-bromobutoxy)phenyl]-methanesulfonylmethylene}azetidine may be prepared in the following manner: 0.586 cm3 of 1,4-dibromobutane and 255 mg of potassium carbonate are successively added at a temperature close to 20° C., under an inert atmosphere of argon, to a solution of 500 mg of 1-benzhydryl-3-[(3-hydroxyphenyl)(methylsulfonyl)methylene]azetidine in 10 cm3 of methylethyl ketone. The reaction mixture is heated at the reflux temperature of the solvent, under an inert atomosp...